From a dataset of the Open Reaction Database (ORD), a public repository of structured organic reaction records. describe an organic reaction: reactants, conditions, products, and yield The reactants are C(=O)(C(F)(F)F)O (TFA), C(C)(C)(C)OC(NC1=CC(=C(C(=C1)[N+](=O)[O-])Br)C)=O ((4-Bromo-3-methyl-5-nitro-phenyl)-carbamic acid tert-butyl ester), [OH-].[Na+] (NaOH). Solvent: C(Cl)Cl (DCM). Run at time 1 hour. Yields the product BrC1=C(C=C(C=C1[N+](=O)[O-])N)C (4-Bromo-3-methyl-5-nitro-phenylamine). Yield: 112.8%. Reaction SMILES: C(OC(=O)[NH:7][C:8]1[CH:13]=[C:12]([N+:14]([O-:16])=[O:15])[C:11]([Br:17])=[C:10]([CH3:18])[CH:9]=1)(C)(C)C.C(O)(C(F)(F)F)=O.[OH-].[Na+]>C(Cl)Cl>[Br:17][C:11]1[C:12]([N+:14]([O-:16])=[O:15])=[CH:13][C:8]([NH2:7])=[CH:9][C:10]=1[CH3:18] |f:2.3|. Reported procedure: (4-Bromo-3-methyl-5-nitro-phenyl)-carbamic acid tert-butyl ester (1000 mg, 2.9 mmol) was dissolved into DCM (10 mL). To this was added TFA (10 mL) and the reaction was stirred at RT for 1 hour. The pH was adjusted to 8 with 1 N NaOH and the solvents were removed in vacuo. The reaction mixture was dissolved into EtOAc and the layers were separated. The organic layers were dried (MgSO4) and the solvents were removed in vacuo resulting in title compound (756 mg, quantitative) as a brown oil. 1H-NMR... Starting materials: [Br-], CC12CCC3C(CC=C4CCCCC43C)C1CC(O)C2=O. The product is CC12CCC3C(CC=C4CCCCC43C)C1CC(Br)C2=O. As a reaction SMILES: [Br-:22].[OH:1][CH:2]1[C:3](=[O:21])[C:4]2([CH3:5])[CH:6]([CH2:7]1)[CH:8]1[CH2:9][CH:10]=[C:11]3[CH2:12][CH2:13][CH2:14][CH2:15][C:16]3([CH3:17])[CH:18]1[CH2:19][CH2:20]2>>[CH:2]1([Br:22])[C:3](=[O:21])[C:4]2([CH3:5])[CH:6]([CH2:7]1)[CH:8]1[CH2:9][CH:10]=[C:11]3[CH2:12][CH2:13][CH2:14][CH2:15][C:16]3([CH3:17])[CH:18]1[CH2:19][CH2:20]2. Starting materials: C(C)NC(NC1=CC=C(C=C1)C1CC(=C(C(C1)=O)C(CC)=O)O)=S (5-{4-[3-(ethyl)thioureido]phenyl}-3-hydroxy-2-propionyl-2-cyclohexen-1-one), C(C)ON (ethoxyamine). Solvent: C(Cl)(Cl)Cl (chloroform). Reaction conditions: time 15 hour. The product is C(C)ON=C(CC)C=1C(CC(CC1O)C1=CC=C(C=C1)NC(=S)NCC)=O (2-[1-(ethoxyimino)propyl]-5-{4-[3-(ethyl)thioureido]phenyl}-3-hydroxy-2-cyclohexen-1-one). Isolated yield 88.9%. Reaction SMILES: [CH2:1]([NH:3][C:4](=[S:24])[NH:5][C:6]1[CH:11]=[CH:10][C:9]([CH:12]2[CH2:17][C:16](=[O:18])[C:15]([C:19](=O)[CH2:20][CH3:21])=[C:14]([OH:23])[CH2:13]2)=[CH:8][CH:7]=1)[CH3:2].[CH2:25]([O:27][NH2:28])[CH3:26]>C(Cl)(Cl)Cl>[CH2:25]([O:27][N:28]=[C:19]([C:15]1[C:16](=[O:18])[CH2:17][CH:12]([C:9]2[CH:8]=[CH:7][C:6]([NH:5][C:4]([NH:3][CH2:1][CH3:2])=[S:24])=[CH:11][CH:10]=2)[CH2:13][C:14]=1[OH:23])[CH2:20][CH3:21])[CH3:26]. Procedure: Into 10 ml of chloroform was dissolved 1.4 g of 5-{4-[3-(ethyl)thioureido]phenyl}-3-hydroxy-2-propionyl-2-cyclohexen-1-one and to the solution was added 1.0 g of ethoxyamine. The mixture was kept for 15 hours at room temperature and the reacting mixture was washed with a dilute hydrochloric acid solution and water. The solution was dried with anhydrous magnesium sulfate and the chloroform was distilled off from it under reduced pressure and 1.4 g of the desired compound was obtained. It was in t... Starting materials: CCOC(C)=O, O=C(N(CCc1ccc([N+](=O)[O-])cc1)Cc1cccc(Cl)c1)C(F)(F)F, [H][H]. The product is Nc1ccc(CCN(Cc2cccc(Cl)c2)C(=O)C(F)(F)F)cc1. As a reaction SMILES: [CH3:29][CH2:30][O:31][C:32](=[O:33])[CH3:34].[Cl:1][c:2]1[cH:3][c:4]([CH2:5][N:6]([C:7]([C:8]([F:9])([F:10])[F:11])=[O:12])[CH2:13][CH2:14][c:15]2[cH:16][cH:17][c:18]([N+:21]([O-:22])=[O:23])[cH:19][cH:20]2)[cH:24][cH:25][cH:26]1.[H:27][H:28]>>[Cl:1][c:2]1[cH:3][c:4]([CH2:5][N:6]([C:7]([C:8]([F:9])([F:10])[F:11])=[O:12])[CH2:13][CH2:14][c:15]2[cH:16][cH:17][c:18]([NH2:21])[cH:19][cH:20]2)[cH:24][cH:25][cH:26]1. Reactants: CCCCCC(C(=O)OCC)C(=O)OCC, COc1cccc(CCl)c1OC, CN(C)C=O, [H-], [Na+], O. Product: CCCCCC(Cc1cccc(OC)c1OC)(C(=O)OCC)C(=O)OCC. Reaction SMILES: [CH2:3]([CH3:4])[O:5][C:6]([CH:7]([C:8](=[O:9])[O:10][CH2:11][CH3:12])[CH2:13][CH2:14][CH2:15][CH2:16][CH3:17])=[O:18].[CH3:19][O:20][c:21]1[c:22]([CH2:23][Cl:24])[cH:25][cH:26][cH:27][c:28]1[O:29][CH3:30].[CH3:32][N:33]([CH3:34])[CH:35]=[O:36].[H-:1].[Na+:2].[OH2:31]>>[CH2:3]([CH3:4])[O:5][C:6]([C:7]([C:8](=[O:9])[O:10][CH2:11][CH3:12])([CH2:13][CH2:14][CH2:15][CH2:16][CH3:17])[CH2:23][c:22]1[c:21]([O:20][CH3:19])[c:28]([O:29][CH3:30])[cH:27][cH:26][cH:25]1)=[O:18]. Starting materials: IC1=NN(C2=NC=NC(=C21)N)[C@@H]2CC[C@@H](CC2)N2CCN(CC2)C (cis-3-iodo-1-[4-(4-methylpiperazino)cyclohexyl]-1H-pyrazolo[3,4-d]pyrimidin-4-amine), O(C1=CC=CC=C1)C1=NC=C(C=N1)B1OC(C(O1)(C)C)(C)C (2-phenoxy-5-(4,4,5,5-tetramethyl-1,3,2-dioxaborolan-2-yl)pyrimidine), C([O-])([O-])=O.[Na+].[Na+] (sodium carbonate). The reagents and catalysts are C=1C=CC(=CC1)[P](C=2C=CC=CC2)(C=3C=CC=CC3)[Pd]([P](C=4C=CC=CC4)(C=5C=CC=CC5)C=6C=CC=CC6)([P](C=7C=CC=CC7)(C=8C=CC=CC8)C=9C=CC=CC9)[P](C=1C=CC=CC1)(C=1C=CC=CC1)C=1C=CC=CC1 (tetrakis(triphenylphosphine)palladium(0)). Solvent: COCCOC (1,2-dimethoxyethane), O (water). The product is CN1CCN(CC1)[C@H]1CC[C@H](CC1)N1N=C(C=2C1=NC=NC2N)C=2C=NC(=NC2)OC2=CC=CC=C2 (cis-1-[4-(4-methylpiperazino)cyclohexyl]-3-(2-phenoxy-5-pyrimidinyl)-1H-pyrazolo[3,4-d]pyrimidin-4-amine). Isolated yield 56.5%. Reaction SMILES: I[C:2]1[C:10]2[C:5](=[N:6][CH:7]=[N:8][C:9]=2[NH2:11])[N:4]([C@H:12]2[CH2:17][CH2:16][C@@H:15]([N:18]3[CH2:23][CH2:22][N:21]([CH3:24])[CH2:20][CH2:19]3)[CH2:14][CH2:13]2)[N:3]=1.[O:25]([C:32]1[N:37]=[CH:36][C:35](B2OC(C)(C)C(C)(C)O2)=[CH:34][N:33]=1)[C:26]1[CH:31]=[CH:30][CH:29]=[CH:28][CH:27]=1.C(=O)([O-])[O-].[Na+].[Na+]>COCCOC.O.C1C=CC([P]([Pd]([P](C2C=CC=CC=2)(C2C=CC=CC=2)C2C=CC=CC=2)([P](C2C=CC=CC=2)(C2C=CC=CC=2)C2C=CC=CC=2)[P](C2C=CC=CC=2)(C2C=CC=CC=2)C2C=CC=CC=2)(C2C=CC=CC=2)C2C=CC=CC=2)=CC=1>[CH3:24][N:21]1[CH2:22][CH2:23][N:18]([C@@H:15]2[CH2:16][CH2:17][C@H:12]([N:4]3[C:5]4=[N:6][CH:7]=[N:8][C:9]([NH2:11])=[C:10]4[C:2]([C:35]4[CH:34]=[N:33][C:32]([O:25][C:26]5[CH:27]=[CH:28][CH:29]=[CH:30][CH:31]=5)=[N:37][CH:36]=4)=[N:3]3)[CH2:13][CH2:14]2)[CH2:19][CH2:20]1 |f:2.3.4,^1:63,65,84,103|. Procedure details: A mixture of cis-3-iodo-1-[4-(4-methylpiperazino)cyclohexyl]-1H-pyrazolo[3,4-d]pyrimidin-4-amine (Intermediate AC) (0.297 g, 0.000674 mol), 2-phenoxy-5-(4,4,5,5-tetramethyl-1,3,2-dioxaborolan-2-yl)pyrimidine (int AV) (0.221 g, 0.000741 mol), sodium carbonate (0.179 g, 0.001684 mol) in 1,2-dimethoxyethane (10 mL) and water (20 mL) was stirred rapidly and tetrakis(triphenylphosphine)palladium(0) (0.047 g, 0.000040 mol) added. The reaction mixture was stirred 18 hours at 80° C. The solvents were re... Reactants: BrCCCCNC(OC(C)(C)C)=O (Tert-butyl 4-bromobutylcarbamate), FC1=CC=C(C=C1)CN ((4-fluorophenyl)methanamine), C([O-])([O-])=O.[K+].[K+] (potassium carbonate). The solvent is C(C)#N (acetonitrile). The product is FC1=CC=C(CNCCCCNC(OC(C)(C)C)=O)C=C1 (tert-butyl 4-(4-fluorobenzylamino)butylcarbamate). Reaction SMILES: Br[CH2:2][CH2:3][CH2:4][CH2:5][NH:6][C:7](=[O:13])[O:8][C:9]([CH3:12])([CH3:11])[CH3:10].[F:14][C:15]1[CH:20]=[CH:19][C:18]([CH2:21][NH2:22])=[CH:17][CH:16]=1.C(=O)([O-])[O-].[K+].[K+]>C(#N)C>[F:14][C:15]1[CH:20]=[CH:19][C:18]([CH2:21][NH:22][CH2:2][CH2:3][CH2:4][CH2:5][NH:6][C:7](=[O:13])[O:8][C:9]([CH3:12])([CH3:11])[CH3:10])=[CH:17][CH:16]=1 |f:2.3.4|. Procedure details: Tert-butyl 4-bromobutylcarbamate (0.735 g, 2.91 mmoles), (4-fluorophenyl)methanamine (0.333 g, 2.91 mmoles) and potassium carbonate (0.806 g, 5.83 mmoles) were stirred in acetonitrile (15 mL) at 100° C. for 1 hour. The reaction mixture was cooled, the solvent waqs concentrated and the residue was taken into dichloromethane and washed with water twice. The organic layers were combined, dried over magnesium sulfate, filtered and concentrated to provide the title compound which was used without fur...